This data is from the Open Reaction Database (ORD), a public repository of structured organic reaction records. The task is: describe an organic reaction: reactants, conditions, products, and yield Reaction SMILES: [C:3]([c:4]1[cH:5][cH:6][cH:7][cH:8][cH:9]1)(=[O:10])[c:11]1[c:12](-[n:18]2[n:19][c:20]([CH2:27][CH2:28][C:29]([O-:30])=[O:31])[n:21][c:22]2[CH2:23][N:24]([CH3:25])[CH3:26])[cH:13][cH:14][c:15]([Cl:17])[cH:16]1.[CH3:32][OH:33].[Na+:2].[OH-:1].[OH2:34]>>[OH:1][CH2:32][c:20]1[n:19][n:18](-[c:12]2[c:11]([C:3]([c:4]3[cH:5][cH:6][cH:7][cH:8][cH:9]3)=[O:10])[cH:16][c:15]([Cl:17])[cH:14][cH:13]2)[c:22]([CH2:23][N:24]([CH3:25])[CH3:26])[n:21]1. The product is CN(C)Cc1nc(CO)nn1-c1ccc(Cl)cc1C(=O)c1ccccc1. Starting materials: CN(C)Cc1nc(CCC(=O)[O-])nn1-c1ccc(Cl)cc1C(=O)c1ccccc1, CO, [Na+], [OH-], O. Reactants: [Cl-].[NH4+] (ammonium chloride), [H-].[Na+] (sodium hydride), BrCCCC(C)C (1-bromo-4-methylpentane), NC1=C(C=C(C2=C1C(C=C(O2)C2=CC(=C(C=C2)NC(C(C)(C)C)=O)F)=O)F)F (5-amino-6,8-difluoro-2-(3-fluoro-4-pivaloylaminophenyl)-4H-1-benzopyran-4-one). The solvent is CN(C=O)C (dimethylformamide). Reaction conditions: time 2 hour. Product: FC=1C=C(C2=C(C(C=C(O2)C2=CC(=C(C=C2)NC(C(C)(C)C)=O)F)=O)C1NCCCC(C)C)F (6,8-difluoro-2-(3-fluoro-4-pivaloylaminophenyl)-5-(4-methylpentylamino)-4H-1-benzopyran-4-one). Yield: 53.0%. RXN SMILES: [NH2:1][C:2]1[C:7]2[C:8](=[O:26])[CH:9]=[C:10]([C:12]3[CH:17]=[CH:16][C:15]([NH:18][C:19](=[O:24])[C:20]([CH3:23])([CH3:22])[CH3:21])=[C:14]([F:25])[CH:13]=3)[O:11][C:6]=2[C:5]([F:27])=[CH:4][C:3]=1[F:28].[H-].[Na+].Br[CH2:32][CH2:33][CH2:34][CH:35]([CH3:37])[CH3:36].[Cl-].[NH4+]>CN(C)C=O>[F:28][C:3]1[CH:4]=[C:5]([F:27])[C:6]2[O:11][C:10]([C:12]3[CH:17]=[CH:16][C:15]([NH:18][C:19](=[O:24])[C:20]([CH3:23])([CH3:22])[CH3:21])=[C:14]([F:25])[CH:13]=3)=[CH:9][C:8](=[O:26])[C:7]=2[C:2]=1[NH:1][CH2:32][CH2:33][CH2:34][CH:35]([CH3:37])[CH3:36] |f:1.2,4.5|. Procedure details: 515 mg (1.32 mmol) of 5-amino-6,8-difluoro-2-(3-fluoro-4-pivaloylaminophenyl)-4H-1l-benzopyran-4-one obtained in Example 66 was dissolved in 15 ml of dimethylformamide under argon atmosphere, 160 mg of sodium hydride (60% oil dispersion) and 0.38 ml of 1-bromo-4-methylpentane were added under ice-cooling and the mixture was stirred at room temperature for 2 hours. An aqueous saturated solution of ammonium chloride was added to the reaction solution and the mixture was extracted twice with ethyl ... Starting materials: C[Si](OC=1N=NC=C(N1)O[Si](C)(C)C)(C)C (3,5-Bis(trimethylsilyloxy)-1,2,4-triazine), ClC1OCCCC1 (2-chlorotetrahydropyran). The solvent is CN(C=O)C (dimethylformamide). Conditions: time 8 hour. Yields the product O1C(CCCC1)N1N=CC(N(C1=O)C1OCCCC1)=O (2,4-bis(tetrahydro-2-pyranyl)-3,5-dioxo-2,3,4,5-tetrahydro-1,2,4-triazine). Yield: 47.6%. RXN SMILES: C[Si](C)(C)[O:3][C:4]1[N:5]=[N:6][CH:7]=[C:8]([O:10][Si](C)(C)C)[N:9]=1.Cl[CH:18]1[CH2:23][CH2:22][CH2:21][CH2:20][O:19]1>CN(C)C=O>[O:19]1[CH2:20][CH2:21][CH2:22][CH2:23][CH:18]1[N:5]1[C:4](=[O:3])[N:9]([CH:18]2[CH2:23][CH2:22][CH2:21][CH2:20][O:19]2)[C:8](=[O:10])[CH:7]=[N:6]1. Procedure details: 3,5-Bis(trimethylsilyloxy)-1,2,4-triazine (2.5 g) and 2-chlorotetrahydropyran (1.8 g) are dissolved in dimethylformamide (1 ml), and the mixture is stirred overnight at room temperature and concentrated in vacuo. The residue is column-chromatographed over silica gel using a mixture of acetone/n-hexane (1/3) as an eluent. The first major fraction gives 1.0 g (40%) of 2,4-bis(tetrahydro-2-pyranyl)-3,5-dioxo-2,3,4,5-tetrahydro-1,2,4-triazine (Compound No. 87) (yield, 1.0 g; 36%), the second gives 4... Starting materials: CN, CO, [H][H], O=Cc1ccc(Oc2ccccc2)cc1. RXN SMILES: [CH3:16][NH2:17].[CH3:20][OH:21].[H:18][H:19].[O:1]([c:2]1[cH:3][cH:4][cH:5][cH:6][cH:7]1)[c:8]1[cH:9][cH:10][c:11]([CH:12]=[O:13])[cH:14][cH:15]1>>[O:1]([c:2]1[cH:3][cH:4][cH:5][cH:6][cH:7]1)[c:8]1[cH:9][cH:10][c:11]([CH2:12][NH:17][CH3:16])[cH:14][cH:15]1. Product: CNCc1ccc(Oc2ccccc2)cc1. The reactants are CC(=O)OC(C)C, CN1CCOCC1, O=S(=O)(Cl)c1ccc(Cl)s1, NC(CO)C(C(F)(F)F)C(F)(F)F, O. Product: O=S(=O)(NC(CO)C(C(F)(F)F)C(F)(F)F)c1ccc(Cl)s1. Reaction SMILES: [C:32]([O:33][CH:34]([CH3:35])[CH3:36])(=[O:37])[CH3:38].[CH3:14][N:15]1[CH2:16][CH2:17][O:18][CH2:19][CH2:20]1.[Cl:21][c:22]1[cH:23][cH:24][c:25]([S:27](=[O:28])(=[O:29])[Cl:30])[s:26]1.[NH2:1][CH:2]([CH2:3][OH:4])[CH:5]([C:6]([F:7])([F:8])[F:9])[C:10]([F:11])([F:12])[F:13].[OH2:31]>>[NH:1]([CH:2]([CH2:3][OH:4])[CH:5]([C:6]([F:7])([F:8])[F:9])[C:10]([F:11])([F:12])[F:13])[S:27]([c:25]1[cH:24][cH:23][c:22]([Cl:21])[s:26]1)(=[O:28])=[O:29].